This data is from the Open Reaction Database (ORD), a public repository of structured organic reaction records. The task is: describe an organic reaction: reactants, conditions, products, and yield Reactants: CC(C)(C)c1ccccc1O, CCCCCCC, O, O=[N+]([O-])O. The product is CC(C)(C)c1cc([N+](=O)[O-])ccc1O. RXN SMILES: [C:1]([CH3:2])([CH3:3])([CH3:4])[c:5]1[c:6]([OH:11])[cH:7][cH:8][cH:9][cH:10]1.[CH3:16][CH2:17][CH2:18][CH2:19][CH2:20][CH2:21][CH3:22].[OH2:23].[OH:12][N+:13]([O-:14])=[O:15]>>[C:1]([CH3:2])([CH3:3])([CH3:4])[c:5]1[c:6]([OH:11])[cH:7][cH:8][c:9]([N+:13](=[O:12])[O-:14])[cH:10]1. Starting materials: OC=1C=C(C=O)C=CC1 (3-hydroxybenzaldehyde), CS(=O)(=O)OCC1=CC(=CC=C1)N1C=CC=C1 (3-(1-pyrrolyl)benzyl methanesulfonate), SC=1C=C(C=O)C=CC1 (3-mercaptobenzaldehyde), CS(=O)(=O)[O-] (methanesulfonate). Yields the product N1(C=CC=C1)C=1C=C(CSC=2C=C(CO)C=CC2)C=CC1 (3-[3-(1-pyrrolyl)benzylthio]benzyl alcohol). RXN SMILES: CS(O[CH2:6][C:7]1[CH:12]=[CH:11][CH:10]=[C:9]([N:13]2[CH:17]=[CH:16][CH:15]=[CH:14]2)[CH:8]=1)(=O)=O.[SH:18][C:19]1[CH:20]=[C:21]([CH:24]=[CH:25][CH:26]=1)[CH:22]=[O:23].CS([O-])(=O)=O.OC1C=C(C=CC=1)C=O>>[N:13]1([C:9]2[CH:8]=[C:7]([CH:12]=[CH:11][CH:10]=2)[CH2:6][S:18][C:19]2[CH:20]=[C:21]([CH:24]=[CH:25][CH:26]=2)[CH2:22][OH:23])[CH:14]=[CH:15][CH:16]=[CH:17]1. Procedure: 3-[3-(3-thienyl)benzyloxy]benzyl alcohol, 3-[4-(3-thienyl)-2-thienylmethylthio]benzyl alcohol, 3-[3-(5-oxazolyl)benzylthio]benzyl alcohol, 3-[3-(5-oxazolyl)benzylthio]benzyl alcohol and 3-[3-(1-pyrrolyl) benzyloxy]benzyl alcohol are obtained by performing the same reaction as in Referential Example 57 except that instead of the starting 3-(1-pyrrolyl)benzyl methanesulfonate and/or 3-mercaptobenzaldehyde, the corresponding methanesulfonate and/or 3-hydroxybenzaldehyde are used. Reactants: COC(=O)c1ccc(C=Cc2n[nH]c3ccccc23)c([N+](=O)[O-])c1, CO, Cl, [Na+], [OH-]. The product is O=C(O)c1ccc(C=Cc2n[nH]c3ccccc23)c([N+](=O)[O-])c1. Reaction SMILES: [CH3:1][O:2][C:3]([c:4]1[cH:5][c:6]([N+:21](=[O:22])[O-:23])[c:7]([CH:10]=[CH:11][c:12]2[n:13][nH:14][c:15]3[cH:16][cH:17][cH:18][cH:19][c:20]23)[cH:8][cH:9]1)=[O:24].[CH3:28][OH:29].[ClH:27].[Na+:26].[OH-:25]>>[O:2]=[C:3]([c:4]1[cH:5][c:6]([N+:21](=[O:22])[O-:23])[c:7]([CH:10]=[CH:11][c:12]2[n:13][nH:14][c:15]3[cH:16][cH:17][cH:18][cH:19][c:20]23)[cH:8][cH:9]1)[OH:24]. Reactants: CC(C)([O-])C.[K+] (potassium t-butoxide), final mixture, C(C)(=O)O (acetic acid), C(C)OC(=O)C1=CN(C2=CC(=C(C=C2C1=O)F)C(=O)C=CN(C)C)CC (7-(2'-dimethylaminoethenyl)carbonyl-1-ethyl-6-fluoro-1,4-dihydro-4-oxo-3-quinolinecarboxylic acid ethyl ester), Cl.NC(=N)N (guanidine hydrochloride). Solvent: C(C)(C)(C)O (t-butanol), C(C)(C)(C)O (t-butanol). Yields the product NC1=NC=CC(=N1)C1=C(C=C2C(C(=CN(C2=C1)CC)C(=O)O)=O)F (7-(2-amino-4-pyrimidinyl)-1-ethyl-6-fluoro-1,4-dihydro-4-oxo-3-quinolinecarboxylic acid). Yield: 35.9%. As a reaction SMILES: C([O:3][C:4]([C:6]1[C:15](=[O:16])[C:14]2[C:9](=[CH:10][C:11]([C:18]([CH:20]=[CH:21]N(C)C)=O)=[C:12]([F:17])[CH:13]=2)[N:8]([CH2:25][CH3:26])[CH:7]=1)=[O:5])C.Cl.[NH2:28][C:29]([NH2:31])=[NH:30].CC(C)([O-])C.[K+].C(O)(=O)C>C(O)(C)(C)C>[NH2:30][C:29]1[N:31]=[C:18]([C:11]2[CH:10]=[C:9]3[C:14]([C:15](=[O:16])[C:6]([C:4]([OH:5])=[O:3])=[CH:7][N:8]3[CH2:25][CH3:26])=[CH:13][C:12]=2[F:17])[CH:20]=[CH:21][N:28]=1 |f:1.2,3.4|. Reported procedure: To 900 mg (2.5 mmol) of the 7-(2'-dimethylaminoethenyl)carbonyl-1-ethyl-6-fluoro-1,4-dihydro-4-oxo-3-quinolinecarboxylic acid ethyl ester in 15 ml of t-butanol at 50° C. was added 580 mg (2.5 eq) of guanidine hydrochloride that had been previously treated with 1.35 g (5 eq) of potassium t-butoxide at 50° C. in t-butanol for 30 minutes. The final mixture was stirred for 24 hours at 60° C. It was poured into 8% aqueous acetic acid and extracted into chloroform. The chloroform was extracted three t...